From a dataset of the Open Reaction Database (ORD), a public repository of structured organic reaction records. describe an organic reaction: reactants, conditions, products, and yield Reactants: C(C=C)OC1(CCN(CC1)C1=C(C(=NC=2N1N=C(C2)C2=CC(=CC=C2)Br)C)[C@@H](C(=O)OC)OC(C)(C)C)C ((S)-methyl 2-(7-(4-(allyloxy)-4-methylpiperidin-1-yl)-2-(3-bromophenyl)-5-methylpyrazolo[1,5-a]pyrimidin-6-yl)-2-(tert-butoxy)acetate), FC1=C(C(=CC=C1)O)B(O)O ((2-fluoro-6-hydroxyphenyl)boronic acid). Product: C(C=C)OC1(CCN(CC1)C1=C(C(=NC=2N1N=C(C2)C=2C=C(C=CC2)C2=C(C=CC=C2O)F)C)[C@@H](C(=O)OC)OC(C)(C)C)C ((S)-Methyl 2-(7-(4-(allyloxy)-4-methylpiperidin-1-yl)-2-(2′-fluoro-6′-hydroxy-[1,1′-biphenyl]-3-yl)-5-methylpyrazolo[1,5-a]pyrimidin-6-yl)-2-(tert-butoxy)acetate). Yield: 75.0%. As a reaction SMILES: [CH2:1]([O:4][C:5]1([CH3:38])[CH2:10][CH2:9][N:8]([C:11]2[N:16]3[N:17]=[C:18]([C:20]4[CH:25]=[CH:24][CH:23]=[C:22](Br)[CH:21]=4)[CH:19]=[C:15]3[N:14]=[C:13]([CH3:27])[C:12]=2[C@H:28]([O:33][C:34]([CH3:37])([CH3:36])[CH3:35])[C:29]([O:31][CH3:32])=[O:30])[CH2:7][CH2:6]1)[CH:2]=[CH2:3].[F:39][C:40]1[CH:45]=[CH:44][CH:43]=[C:42]([OH:46])[C:41]=1B(O)O>>[CH2:1]([O:4][C:5]1([CH3:38])[CH2:10][CH2:9][N:8]([C:11]2[N:16]3[N:17]=[C:18]([C:20]4[CH:21]=[C:22]([C:41]5[C:42]([OH:46])=[CH:43][CH:44]=[CH:45][C:40]=5[F:39])[CH:23]=[CH:24][CH:25]=4)[CH:19]=[C:15]3[N:14]=[C:13]([CH3:27])[C:12]=2[C@H:28]([O:33][C:34]([CH3:37])([CH3:36])[CH3:35])[C:29]([O:31][CH3:32])=[O:30])[CH2:7][CH2:6]1)[CH:2]=[CH2:3]. Reported procedure: Prepared from (S)-methyl 2-(7-(4-(allyloxy)-4-methylpiperidin-1-yl)-2-(3-bromophenyl)-5-methylpyrazolo[1,5-a]pyrimidin-6-yl)-2-(tert-butoxy)acetate and (2-fluoro-6-hydroxyphenyl)boronic acid using the same procedure as intermediate 168 in 75% yield. 1H NMR (400 MHz, CDCl3) δ 8.19-7.99 (m, 2H), 7.61 (t, J=7.8 Hz, 1H), 7.46 (br. s., 1H), 7.25 (d, J=6.5 Hz, 1H), 6.92-6.74 (m, 3H), 6.13-5.78 (m, 2H), 5.59-5.47 (m, 1H), 5.39 (dd, J=17.2, 1.6 Hz, 1H), 5.20-4.99 (m, 1H), 4.00 (d, J=4.8 Hz, 2H), 3.76 (s... The reactants are CCOC(=O)CBr, O=C([O-])[O-], CN(C)C=O, CCC(C)=O, Oc1cc2cc(C3CCCC3)sc2c(Cl)c1Cl, [K+], [K+], O. Product: CCOC(=O)COc1cc2cc(C3CCCC3)sc2c(Cl)c1Cl. As a reaction SMILES: [Br:18][CH2:19][C:20](=[O:21])[O:22][CH2:23][CH3:24].[C:25](=[O:26])([O-:27])[O-:28].[CH3:31][N:32]([CH3:33])[CH:34]=[O:35].[CH3:36][C:37](=[O:38])[CH2:39][CH3:40].[Cl:1][c:2]1[c:3]([OH:17])[cH:4][c:5]2[c:6]([s:7][c:8]([CH:10]3[CH2:11][CH2:12][CH2:13][CH2:14]3)[cH:9]2)[c:15]1[Cl:16].[K+:29].[K+:30].[OH2:41]>>[Cl:1][c:2]1[c:3]([O:17][CH2:19][C:20](=[O:21])[O:22][CH2:23][CH3:24])[cH:4][c:5]2[c:6]([s:7][c:8]([CH:10]3[CH2:11][CH2:12][CH2:13][CH2:14]3)[cH:9]2)[c:15]1[Cl:16]. The reactants are NC1=C2N=C(N(C2=NC(=N1)SCCN1C(C=2C(C1=O)=CC=CC2)=O)CC2=CC=CC=C2)O (6-Amino-9-benzyl-8-hydroxy-2-(2-phthalimidoethylthio)purine). Solvent: O.NN (hydrazine monohydrate). Conditions: time 9 hour. The product is NC1=C2N=C(N(C2=NC(=N1)SCCN)CC1=CC=CC=C1)O (6-Amino-2-(2-aminoethylthio)-9-benzyl-8-hydroxypurine). The yield is 7.0%. Reaction SMILES: [NH2:1][C:2]1[N:10]=[C:9]([S:11][CH2:12][CH2:13][N:14]2C(=O)C3=CC=CC=C3C2=O)[N:8]=[C:7]2[C:3]=1[N:4]=[C:5]([OH:32])[N:6]2[CH2:25][C:26]1[CH:31]=[CH:30][CH:29]=[CH:28][CH:27]=1>O.NN>[NH2:1][C:2]1[N:10]=[C:9]([S:11][CH2:12][CH2:13][NH2:14])[N:8]=[C:7]2[C:3]=1[N:4]=[C:5]([OH:32])[N:6]2[CH2:25][C:26]1[CH:31]=[CH:30][CH:29]=[CH:28][CH:27]=1 |f:1.2|. Procedure: 6-Amino-9-benzyl-8-hydroxy-2-(2-phthalimidoethylthio)purine (78 mg, 0.18 mmol) was suspended in 1M hydrazine monohydrate (10 ml). The suspension was stirred at room temperature for 9 hours. The reaction mixture was evaporated in vacuo to dryness and to the residue was added 2N hydrochloric acid. Insoluble materials were filtered off and the filtrate was neutralized with 28% aqueous ammonia and extracted with ethyl acetate. The organic layer was dried on magnesium sulfate and evaporated in vacuo ... Reactants: [BH4-], CO, [Na+], COC(=O)C1(O)CCC(n2c(Nc3c(F)cc(F)cc3F)nc3cnc(NC(C)C)nc32)CC1. Yields the product CC(C)Nc1ncc2nc(Nc3c(F)cc(F)cc3F)n(C3CCC(O)(CO)CC3)c2n1. Reaction SMILES: [BH4-:35].[CH3:37][OH:38].[Na+:36].[OH:1][C:2]1([C:31](=[O:32])[O:33][CH3:34])[CH2:3][CH2:4][CH:5]([n:8]2[c:9]3[n:10][c:11]([NH:27][CH:28]([CH3:29])[CH3:30])[n:12][cH:13][c:14]3[n:15][c:16]2[NH:17][c:18]2[c:19]([F:26])[cH:20][c:21]([F:25])[cH:22][c:23]2[F:24])[CH2:6][CH2:7]1>>[OH:1][C:2]1([CH2:31][OH:32])[CH2:3][CH2:4][CH:5]([n:8]2[c:9]3[n:10][c:11]([NH:27][CH:28]([CH3:29])[CH3:30])[n:12][cH:13][c:14]3[n:15][c:16]2[NH:17][c:18]2[c:19]([F:26])[cH:20][c:21]([F:25])[cH:22][c:23]2[F:24])[CH2:6][CH2:7]1. Starting materials: NC1=NC(=C2N=CN(C2=N1)[C@@H]1C[C@@H]([C@H](C1)O)CO)Cl ((+)-(1S,2R,4R)-4-(2-Amino-6-chloro-9H-purin-9-yl)-2-(hydroxymethyl)cyclopentanol), NC(=S)N (thiourea), C([O-])(O)=O.[Na+] (sodium bicarbonate). Solvent: O (water). Yields the product NC=1NC(C=2N=CN(C2N1)[C@@H]1C[C@@H]([C@H](C1)O)CO)=S ((+)-(1S,2R,4R)-4-(2-Amino-1,6-dihydro-6-thioxo-9H-purin-9-yl)-2-(hydroxymethyl)-1-cyclopentanol). The yield is 71.1%. RXN SMILES: [NH2:1][C:2]1[N:10]=[C:9]2[C:5]([N:6]=[CH:7][N:8]2[C@H:11]2[CH2:15][C@H:14]([OH:16])[C@@H:13]([CH2:17][OH:18])[CH2:12]2)=[C:4](Cl)[N:3]=1.NC(N)=[S:22].C(=O)(O)[O-].[Na+]>O>[NH2:1][C:2]1[NH:3][C:4](=[S:22])[C:5]2[N:6]=[CH:7][N:8]([C@H:11]3[CH2:15][C@H:14]([OH:16])[C@@H:13]([CH2:17][OH:18])[CH2:12]3)[C:9]=2[N:10]=1 |f:2.3|. Procedure: (+)-(1S,2R,4R)-4-(2-Amino-6-chloro-9H-purin-9-yl)-2-(hydroxymethyl)cyclopentanol, (1.70 g, 6.00 mmol) and thiourea (456 mg, 6.00 mmol) were refluxed in water (15 mL) for 1.0 hour. The cooled solution was adjusted to pH5 with saturated aqueous sodium bicarbonate. The resulting precipitate was filtered, washed with water and dried to give title compound as white powder (1.20 g, 71%); m.p. 290-291° dec; mass spectrum (Cl, CH4) 282 (M+1); 1H-NMR (DMSO-d6)δ: 11.90 (br s, 1, NH), 8.03 (s, 1, H-8), 6.7... Starting materials: C(N)(=O)NC(CCCC(=O)O)=O (N-carbamoylglutaramic acid), CS(=O)(=O)O (methanesulfonic acid), OO (hydrogen peroxide). Product: C(N)(=O)NC(CCCC(=O)OO)=O (N-Carbamoylperoxyglutaramic acid). As a reaction SMILES: [C:1]([NH:4][C:5](=[O:12])[CH2:6][CH2:7][CH2:8][C:9]([OH:11])=[O:10])(=[O:3])[NH2:2].CS(O)(=O)=[O:15].OO>>[C:1]([NH:4][C:5](=[O:12])[CH2:6][CH2:7][CH2:8][C:9]([O:11][OH:15])=[O:10])(=[O:3])[NH2:2]. Procedure details: 11.3 g (0.065 mol) of N-carbamoylglutaramic acid, 21 g of methanesulfonic acid and 7.8 g (0.2 mol) of hydrogen peroxide (85% strength by weight) are reacted and worked up as described in Example 3.